describe an organic reaction: reactants, conditions, products, and yield From a dataset of the Open Reaction Database (ORD), a public repository of structured organic reaction records. Starting materials: alcohols, [K] (potassium), solvent 2B, ethyl esters, N=1N2C(=CC1C(=O)OCC)CCC2 (ethyl 5,6-dihydro-4H-pyrrolo[1,2-b]pyrazole-2-carboxylate), N=1N2C(=C(C1)C(=O)OCC)CCC2 (ethyl 5,6-dihydro-4H-pyrrolo[1,2-b]pyrazole-3-carboxylate), alkali metal hydroxide, [OH-].[K+] (potassium hydroxide), N=1N2C(=CC1C(=O)[O-])CCC2 (5,6-dihydro-4H-pyrrolo[1,2-b]pyrazole-2-carboxylate). The solvent is C(CC)O (1-propanol), C(C)O (ethanol), C(C)O (ethanol), CO (methanol), CC(C)O (2-propanol). Product: N=1N2C(=CC1C(=O)[O-])CCC2.[K+] (potassium 5,6-dihydro-4H-pyrrolo-[1,2-b]pyrazole-2-carboxylate). Isolated yield 81.0%. As a reaction SMILES: [OH-].[K+:2].[K].[N:4]1[N:5]2[CH2:14][CH2:13][CH2:12][C:6]2=[CH:7][C:8]=1[C:9]([O-:11])=[O:10].N1N2CCCC2=CC=1C(OCC)=O.N1N2CCCC2=C(C(OCC)=O)C=1>C(O)C.CC(O)C.C(O)CC.CO>[N:4]1[N:5]2[CH2:14][CH2:13][CH2:12][C:6]2=[CH:7][C:8]=1[C:9]([O-:11])=[O:10].[K+:2] |f:0.1,10.11,^1:2|. Procedure details: Preferred reaction solvents are alcohols selected from methanol, ethanol, 1-propanol and 2-propanol. Preferred reaction temperatures are in the range of about 15-40° C. Especially preferred is the alkali metal hydroxide, potassium hydroxide (85% w/w) in reaction solvent 2B (anhydrous) ethanol in the temperature range of about 15-30° C. Said especially preferred method is used for the preparation of the especially preferred, potassium salt of 5,6-dihydro-4H-pyrrolo[1,2-b]pyrazole-2-carboxylate, u... Reactants: CC(=O)c1ccc(S(=O)(=O)[O-])cc1, CC(=O)c1ccc(S(=O)(=O)Cl)cc1, CN, [Na+]. Yields the product CNS(=O)(=O)c1ccc(C(C)=O)cc1. RXN SMILES: [C:14]([c:15]1[cH:16][cH:17][c:18]([S:19]([O-:20])(=[O:21])=[O:22])[cH:23][cH:24]1)(=[O:25])[CH3:26].[C:1]([CH3:2])(=[O:3])[c:4]1[cH:5][cH:6][c:7]([S:10](=[O:11])(=[O:12])[Cl:13])[cH:8][cH:9]1.[CH3:28][NH2:29].[Na+:27]>>[C:1]([CH3:2])(=[O:3])[c:4]1[cH:5][cH:6][c:7]([S:10](=[O:11])(=[O:12])[NH:29][CH3:28])[cH:8][cH:9]1. The reactants are C(C)(C)(C)OC(N[C@H]1C[C@H]([C@H](CC1)NC(=O)OCC1=CC=CC=C1)C(C)=O)=O ((1R,3R,4S)-(4-benzyloxycarbonylamino-3-acetylcyclohexyl)carbamic acid tert-butyl ester), C[Si](C)(C)[N-][Si](C)(C)C.[K+] (potassium bis(trimethylsilyl)amide). The reagents and catalysts are [Br-].C[P+](C1=CC=CC=C1)(C1=CC=CC=C1)C1=CC=CC=C1 (Methyltriphenylphosphoniumbromide). Run in C1CCOC1 (THF), C1(=CC=CC=C1)C (toluene), C1CCOC1 (THF). Run at temperature 0 celsius, time 1 hour. Yields the product C(C1=CC=CC=C1)OC(=O)N[C@@H]1[C@@H](C[C@@H](CC1)NC(OC(C)(C)C)=O)C(=C)C (tert-butyl (1R,3S,4S)-4-benzyloxycarbonylamino-3-(prop-1-en-2-yl)cyclohexylcarbamate). RXN SMILES: [CH3:1][Si]([N-][Si](C)(C)C)(C)C.[K+].[C:11]([O:15][C:16](=[O:38])[NH:17][C@@H:18]1[CH2:23][CH2:22][C@H:21]([NH:24][C:25]([O:27][CH2:28][C:29]2[CH:34]=[CH:33][CH:32]=[CH:31][CH:30]=2)=[O:26])[C@H:20]([C:35](=O)[CH3:36])[CH2:19]1)([CH3:14])([CH3:13])[CH3:12]>[Br-].C[P+](C1C=CC=CC=1)(C1C=CC=CC=1)C1C=CC=CC=1.C1COCC1.C1(C)C=CC=CC=1>[CH2:28]([O:27][C:25]([NH:24][C@H:21]1[CH2:22][CH2:23][C@@H:18]([NH:17][C:16](=[O:38])[O:15][C:11]([CH3:13])([CH3:12])[CH3:14])[CH2:19][C@H:20]1[C:35]([CH3:36])=[CH2:1])=[O:26])[C:29]1[CH:30]=[CH:31][CH:32]=[CH:33][CH:34]=1 |f:0.1,3.4|. Reported procedure: Methyltriphenylphosphoniumbromide (729 mg) was dissolved in THF (4 mL) and cooled to 0° C. prior to the addition of 0.5M potassium bis(trimethylsilyl)amide (3.7 mL) in toluene. After 1 h, (1R,3R,4S)-(4-benzyloxycarbonylamino-3-acetylcyclohexyl)carbamic acid tert-butyl ester (400 mg) in THF (4 mL) was added dropwise. The reaction was warmed to rt over 2 h, before it was quenched with saturated NH4Cl solution and extracted with EtOAc (3×) The organic extracts were combined, washed with brine, drie... Reactants: C(C)OC(CCCOC1=C(C(=CC=C1)CCCCCCOC1=CC(=CC(=C1)S(=O)(=O)C(C)C)Br)CCC(=O)OCC)=O (4-[3-{6-[3-bromo-5-(propane-2-sulfony)-phenoxy]-hexyl}-2-(2-ethoxycarbonyl-ethyl)-phenoxy]-butyric acid ethyl ester), 3,4-(methylenedioxyphenyl)boronic acid, C([O-])([O-])=O.[Cs+].[Cs+] (cesium carbonate). The reagents and catalysts are C1=CC=C(C=C1)P([C-]2C=CC=C2)C3=CC=CC=C3.C1=CC=C(C=C1)P([C-]2C=CC=C2)C3=CC=CC=C3.Cl[Pd]Cl.[Fe+2] ([1,1′-bis(diphenylphosphino)ferrocene]dichloropalladium(II)). Product: C(C)OC(CCCOC1=C(C(=CC=C1)CCCCCCOC1=CC(=CC(=C1)S(=O)(=O)C(C)C)C1=CC2=C(OCO2)C=C1)CCC(=O)OCC)=O (4-[3-{6-[3-benzo[1,3]dioxol-5-yl-5-(propane-2-sulfonyl)-phenoxy]-hexyl}-2-(2-ethoxycarbonyl-ethyl)-phenoxy]-butyric acid ethyl ester). Yield: 159.1%. RXN SMILES: [CH2:1]([O:3][C:4](=[O:42])[CH2:5][CH2:6][CH2:7][O:8][C:9]1[CH:14]=[CH:13][CH:12]=[C:11]([CH2:15][CH2:16][CH2:17][CH2:18][CH2:19][CH2:20][O:21][C:22]2[CH:27]=[C:26]([S:28]([CH:31]([CH3:33])[CH3:32])(=[O:30])=[O:29])[CH:25]=[C:24](Br)[CH:23]=2)[C:10]=1[CH2:35][CH2:36][C:37]([O:39][CH2:40][CH3:41])=[O:38])[CH3:2].[C:43](=[O:46])([O-])[O-:44].[Cs+].[Cs+]>C1C=CC(P(C2C=CC=CC=2)[C-]2C=CC=C2)=CC=1.C1C=CC(P(C2C=CC=CC=2)[C-]2C=CC=C2)=CC=1.Cl[Pd]Cl.[Fe+2]>[CH2:1]([O:3][C:4](=[O:42])[CH2:5][CH2:6][CH2:7][O:8][C:9]1[CH:14]=[CH:13][CH:12]=[C:11]([CH2:15][CH2:16][CH2:17][CH2:18][CH2:19][CH2:20][O:21][C:22]2[CH:27]=[C:26]([S:28]([CH:31]([CH3:33])[CH3:32])(=[O:30])=[O:29])[CH:25]=[C:24]([C:9]3[CH:14]=[CH:13][C:12]4[O:44][CH2:43][O:46][C:11]=4[CH:10]=3)[CH:23]=2)[C:10]=1[CH2:35][CH2:36][C:37]([O:39][CH2:40][CH3:41])=[O:38])[CH3:2] |f:1.2.3,4.5.6.7|. Reported procedure: A similar procedure as described in Example 41, step 1 was used, starting from 4-[3-{6-[3-bromo-5-(propane-2-sulfony)-phenoxy]-hexyl}-2-(2-ethoxycarbonyl-ethyl)-phenoxy]-butyric acid ethyl ester (175 mg, 0.26 mmol), 3,4-(methylenedioxyphenyl)boronic acid (86.6 mg, 0.52 mmol), [1,1′-bis(diphenylphosphino)ferrocene]dichloropalladium(II) (28.7 mg, 0.039 mmol), and cesium carbonate (171.8 mg, 0.52 mmol) to afford 4-[3-{6-[3-benzo[1,3]dioxol-5-yl-5-(propane-2-sulfonyl)-phenoxy]-hexyl}-2-(2-ethoxycarb... Starting materials: CC(C)CC1CC(=O)OC(=O)C1, COC(C)(C)C, N, O. Yields the product CC(C)CC(CC(N)=O)CC(=O)O. As a reaction SMILES: [CH2:3]([CH:4]([CH3:5])[CH3:6])[CH:7]1[CH2:8][C:9](=[O:10])[O:11][C:12](=[O:14])[CH2:13]1.[CH3:15][O:16][C:17]([CH3:18])([CH3:19])[CH3:20].[NH3:1].[OH2:2]>>[NH2:1][C:9]([CH2:8][CH:7]([CH2:3][CH:4]([CH3:5])[CH3:6])[CH2:13][C:12]([OH:11])=[O:14])=[O:10].